The task is: describe an organic reaction: reactants, conditions, products, and yield. This data is from the Open Reaction Database (ORD), a public repository of structured organic reaction records. Reactants: C(#N)C(=C1CCC(CC1)=C(C#N)C#N)C#N (1,4-bis(dicyanomethylene)cyclohexane). Reagents/catalysts: [O-2].[O-2].[Mn+4] (manganese dioxide). Solvent: C1(=CC=CC=C1)C (toluene). Product: C1=CC(=C(C#N)C#N)C=CC1=C(C#N)C#N (TCNQ). As a reaction SMILES: [C:1]([C:3]([C:15]#[N:16])=[C:4]1[CH2:9][CH2:8][C:7](=[C:10]([C:13]#[N:14])[C:11]#[N:12])[CH2:6][CH2:5]1)#[N:2]>[O-2].[O-2].[Mn+4].C1(C)C=CC=CC=1>[CH:5]1[C:4](=[C:3]([C:1]#[N:2])[C:15]#[N:16])[CH:9]=[CH:8][C:7](=[C:10]([C:11]#[N:12])[C:13]#[N:14])[CH:6]=1 |f:1.2.3|. Procedure details: According to the procedure of Fatiadi Synthesis, 1976, 133, incorporated herein by reference, the 1,4-bis(dicyanomethylene)cyclohexane is allowed to react with manganese dioxide in refluxing (110° C.) toluene for ca. 15 minutes to provide TCNQ in ca. 60% yields.